From a dataset of the Open Reaction Database (ORD), a public repository of structured organic reaction records. describe an organic reaction: reactants, conditions, products, and yield Starting materials: FC(CC=C)(C(C(C(C(C(F)(F)F)(F)F)(F)F)(F)F)(F)F)F (4,4,5,5,6,6,7,7,8,8,9,9,9-tridecafluoro-1-nonene), C1=CC=CC1 (cyclopentadiene), molybdenum acetylacetonate, molar solution, C(C)(C)(C)OO (t-butyl hydroperoxide). Run in C1(=CC=CC=C1)C (toluene), C1(=CC=CC=C1)C (toluene). Run at time 2 hour. Product: O1C2C3CC(C(C21)C3)CC(C(C(C(C(C(F)(F)F)(F)F)(F)F)(F)F)(F)F)(F)F (2,3-epoxy-5-(2,2,3,3,4,4,5,5,6,6,7,7,7-tridecafluoroheptyl)bicyclo[2.2.1]heptane). RXN SMILES: [F:1][C:2]([F:22])([C:6]([F:21])([F:20])[C:7]([F:19])([F:18])[C:8]([F:17])([F:16])[C:9]([F:15])([F:14])[C:10]([F:13])([F:12])[F:11])[CH2:3][CH:4]=[CH2:5].[CH:23]1[CH2:27][CH:26]=[CH:25][CH:24]=1.C([O:32]O)(C)(C)C>C1(C)C=CC=CC=1>[O:32]1[CH:23]2[CH:24]1[CH:25]1[CH2:26][CH:27]2[CH:4]([CH2:3][C:2]([F:22])([F:1])[C:6]([F:20])([F:21])[C:7]([F:18])([F:19])[C:8]([F:16])([F:17])[C:9]([F:14])([F:15])[C:10]([F:13])([F:12])[F:11])[CH2:5]1. Reported procedure: 10.7 g (25 mmol) of the Diels-Alder product of 4,4,5,5,6,6,7,7,8,8,9,9,9-tridecafluoro-1-nonene (perfluorohexyl-1-propene) and cyclopentadiene are mixed in 10 ml of dry toluene with 326 mg (1 mmol) of molybdenum acetylacetonate, and 13 ml of a2.9 molar solution of t-butyl hydroperoxide in toluene (37.5 mmol) are added dropwise at 22° C. within 30 minutes. During this period, thetemperature rises to 60° C. The solution is then held at 60° C. for another 2 hours. The low-boiling components are dis... Starting materials: Nc1ccc(Cl)c(-c2ccccn2)c1, O=C(O)c1ccc(S(=O)(=O)Cc2ccccn2)cc1. The product is O=C(Nc1ccc(Cl)c(-c2ccccn2)c1)c1ccc(S(=O)(=O)Cc2ccccn2)cc1. As a reaction SMILES: [Cl:1][c:2]1[c:3](-[c:9]2[n:10][cH:11][cH:12][cH:13][cH:14]2)[cH:4][c:5]([NH2:6])[cH:7][cH:8]1.[n:15]1[c:16]([CH2:21][S:22](=[O:23])(=[O:24])[c:25]2[cH:26][cH:27][c:28]([C:29](=[O:30])[OH:31])[cH:32][cH:33]2)[cH:17][cH:18][cH:19][cH:20]1>>[Cl:1][c:2]1[c:3](-[c:9]2[n:10][cH:11][cH:12][cH:13][cH:14]2)[cH:4][c:5]([NH:6][C:29]([c:28]2[cH:27][cH:26][c:25]([S:22]([CH2:21][c:16]3[n:15][cH:20][cH:19][cH:18][cH:17]3)(=[O:23])=[O:24])[cH:33][cH:32]2)=[O:30])[cH:7][cH:8]1. Reactants: CC[C@H](CC[C@@H](C)[C@H]1CC[C@H]2[C@@H]3CCC4=CC(CC[C@]4(C)[C@H]3CC[C@]12C)=O)C(C)C (4-stigmasta-ene-3-one), Cl.NO (hydroxylamine hydrochloride). Run in N1=CC=CC=C1 (pyridine). Product: CC[C@H](CC[C@@H](C)[C@H]1CC[C@H]2[C@@H]3CCC4=CC(CC[C@]4(C)[C@H]3CC[C@]12C)=NO)C(C)C (4-stigmasta-ene-3-one oxime). The yield is 50.0%. RXN SMILES: [CH3:1][CH2:2][C@@H:3]([CH:28]([CH3:30])[CH3:29])[CH2:4][CH2:5][C@H:6]([C@@H:8]1[C@:25]2([CH3:26])[C@H:11]([C@H:12]3[C@H:22]([CH2:23][CH2:24]2)[C@:20]2([CH3:21])[C:15](=[CH:16][C:17](=O)[CH2:18][CH2:19]2)[CH2:14][CH2:13]3)[CH2:10][CH2:9]1)[CH3:7].Cl.[NH2:32][OH:33]>N1C=CC=CC=1>[CH3:1][CH2:2][C@@H:3]([CH:28]([CH3:30])[CH3:29])[CH2:4][CH2:5][C@H:6]([C@@H:8]1[C@:25]2([CH3:26])[C@H:11]([C@H:12]3[C@H:22]([CH2:23][CH2:24]2)[C@:20]2([CH3:21])[C:15](=[CH:16][C:17](=[N:32][OH:33])[CH2:18][CH2:19]2)[CH2:14][CH2:13]3)[CH2:10][CH2:9]1)[CH3:7] |f:1.2|. Procedure: 100 mg of 4-stigmasta-ene-3-one (0.24 mmol) is solubilized in 10 ml of pyridine in a 50 ml flask, then 100 mg of hydroxylamine hydrochloride is added. Stirring is maintained for 24 hours at ambient temperature, and the solvent is evaporated off under reduced pressure. Water then ethyl acetate is added in order to carry out an extraction. Then the organic phase is washed with an acidified aqueous solution (HCl 1%). The ethyl acetate is evaporated off under reduced pressure. A white powder is obta... Reported procedure: To a solution of 3-(4-fluoro-3-methoxyphenyl)acrylic acid ethyl ester (4.54 g) in ethyl acetate (20 mL)-ethanol (20 mL) was added 10% percent palladium-carbon (450 mg). After stirring under hydrogen gas atmosphere for 2.5 hours, the metal catalyst was removed by filtration, the solvent was removed by evaporation, and an oily substance (4.64 g) was obtained. This was dissolved in a solution of ethanol (40 mL), an aqueous solution of 5N sodium hydroxide was added, and the solution was stirred at r... Reaction conditions: time 2.5 hour. Reactants: C(C)OC(C=CC1=CC(=C(C=C1)F)OC)=O (3-(4-fluoro-3-methoxyphenyl)acrylic acid ethyl ester), [OH-].[Na+] (sodium hydroxide), Cl (hydrochloric acid). Solvent: C(C)(=O)OCC (ethyl acetate), C(C)O (ethanol), C(C)O (ethanol). The product is FC1=C(C=C(C=C1)CCC(=O)O)OC (3-(4-Fluoro-3-methoxyphenyl)propionic acid). RXN SMILES: C([O:3][C:4](=[O:16])[CH:5]=[CH:6][C:7]1[CH:12]=[CH:11][C:10]([F:13])=[C:9]([O:14][CH3:15])[CH:8]=1)C.[OH-].[Na+].Cl>C(OCC)(=O)C.C(O)C.[C].[Pd]>[F:13][C:10]1[CH:11]=[CH:12][C:7]([CH2:6][CH2:5][C:4]([OH:16])=[O:3])=[CH:8][C:9]=1[O:14][CH3:15] |f:1.2,6.7|. Reagents/catalysts: [C].[Pd] (palladium-carbon). Yield: 84.7%. Reactants: Cc1ccccc1, Cc1cc(=O)oc2cc(N)ccc12, O=C(Cl)Cl, C1COCCO1. The product is Cc1cc(=O)oc2cc(N=C=O)ccc12. As a reaction SMILES: [CH3:18][c:19]1[cH:20][cH:21][cH:22][cH:23][cH:24]1.[CH3:5][c:6]1[cH:7][c:8](=[O:9])[o:10][c:11]2[cH:12][c:13]([NH2:14])[cH:15][cH:16][c:17]12.[Cl:1][C:2]([Cl:3])=[O:4].[O:25]1[CH2:26][CH2:27][O:28][CH2:29][CH2:30]1>>[C:2](=[O:4])=[N:14][c:13]1[cH:12][c:11]2[o:10][c:8](=[O:9])[cH:7][c:6]([CH3:5])[c:17]2[cH:16][cH:15]1. The reactants are OCC(O)c1ccc(C2CCCCC2)c(Cl)c1, [O-][I+3]([O-])([O-])O, C1CCOC1. Product: O=Cc1ccc(C2CCCCC2)c(Cl)c1. Reaction SMILES: [Cl:1][c:2]1[cH:3][c:4]([CH:14]([CH2:15][OH:16])[OH:17])[cH:5][cH:6][c:7]1[CH:8]1[CH2:9][CH2:10][CH2:11][CH2:12][CH2:13]1.[I+3:18]([OH:19])([O-:20])([O-:21])[O-:22].[O:23]1[CH2:24][CH2:25][CH2:26][CH2:27]1>>[Cl:1][c:2]1[cH:3][c:4]([CH:14]=[O:17])[cH:5][cH:6][c:7]1[CH:8]1[CH2:9][CH2:10][CH2:11][CH2:12][CH2:13]1. Starting materials: N1=CC=CC=C1 (pyridine), C(C)N(C(C)C)C(C)C (N-ethyl-N,N-diisopropylamine), C1(=CC=CC=C1)CC(=O)Cl (2-phenylacetyl chloride), CC(C)(C1=CC(=CC(=C1)Cl)Cl)NC(C(C)=O)C (N-[1-methyl-1-(3,5-dichlorophenyl)ethyl]-N-(1-methyl-2-oxopropyl)amine). The solvent is O (water), ClCCl (dichloromethane). Run at time 1 hour. The product is CC(C)(C1=CC(=CC(=C1)Cl)Cl)N(C(CC1=CC=CC=C1)=O)C(C(C)=O)C (N-[1-methyl-1-(3,5-dichlorophenyl)ethyl]-N-(1-methyl-2-oxopropyl)-2-phenylacetamide). Isolated yield 47.5%. Reaction SMILES: N1C=CC=CC=1.C(N(C(C)C)C(C)C)C.[C:16]1([CH2:22][C:23](Cl)=[O:24])[CH:21]=[CH:20][CH:19]=[CH:18][CH:17]=1.[CH3:26][C:27]([NH:37][CH:38]([CH3:42])[C:39](=[O:41])[CH3:40])([C:29]1[CH:34]=[C:33]([Cl:35])[CH:32]=[C:31]([Cl:36])[CH:30]=1)[CH3:28]>ClCCl.O>[CH3:28][C:27]([N:37]([CH:38]([CH3:42])[C:39](=[O:41])[CH3:40])[C:23](=[O:24])[CH2:22][C:16]1[CH:21]=[CH:20][CH:19]=[CH:18][CH:17]=1)([C:29]1[CH:34]=[C:33]([Cl:35])[CH:32]=[C:31]([Cl:36])[CH:30]=1)[CH3:26]. Reported procedure: In 15 ml of dichloromethane containing 2.0 g of pyridine and 1.0 g of N-ethyl-N,N-diisopropylamine, 3.5 g of 2-phenylacetyl chloride was added dropwise to 2.5 g of N-[1-methyl-1-(3,5-dichlorophenyl)ethyl]-N-(1-methyl-2-oxopropyl)amine at room temperature. After stirring at room temperature for 1 hour, the solution was poured into water, and then extracted with ethyl acetate. Next, the solution was washed with a saturated aqueous sodium bicarbonate solution, dried over anhydrous magnesium sulfate... Starting materials: Cc1ncc[nH]1, CS(C)=O, COC(=O)CCc1oc(Cl)nc1-c1ccc(Cl)cc1, O. Yields the product COC(=O)CCc1oc(-n2ccnc2C)nc1-c1ccc(Cl)cc1. As a reaction SMILES: [CH3:20][c:21]1[nH:22][cH:23][cH:24][n:25]1.[CH3:26][S:27](=[O:28])[CH3:29].[Cl:1][c:2]1[o:3][c:4]([CH2:14][CH2:15][C:16](=[O:17])[O:18][CH3:19])[c:5](-[c:7]2[cH:8][cH:9][c:10]([Cl:13])[cH:11][cH:12]2)[n:6]1.[OH2:30]>>[c:2]1(-[n:22]2[c:21]([CH3:20])[n:25][cH:24][cH:23]2)[o:3][c:4]([CH2:14][CH2:15][C:16](=[O:17])[O:18][CH3:19])[c:5](-[c:7]2[cH:8][cH:9][c:10]([Cl:13])[cH:11][cH:12]2)[n:6]1. The reactants are CCCCC1CCC(CCc2ccc(=O)[nH]n2)CC1, O=P(Cl)(Cl)Cl. Yields the product CCCCC1CCC(CCc2ccc(Cl)nn2)CC1. Reaction SMILES: [CH2:1]([CH2:2][CH2:3][CH3:4])[CH:5]1[CH2:6][CH2:7][CH:8]([CH2:11][CH2:12][c:13]2[cH:14][cH:15][c:16](=[O:19])[nH:17][n:18]2)[CH2:9][CH2:10]1.[P:20]([Cl:21])([Cl:22])([Cl:23])=[O:24]>>[CH2:1]([CH2:2][CH2:3][CH3:4])[CH:5]1[CH2:6][CH2:7][CH:8]([CH2:11][CH2:12][c:13]2[cH:14][cH:15][c:16]([Cl:22])[n:17][n:18]2)[CH2:9][CH2:10]1. Starting materials: C(C1=CC=CC=C1)N1C(=C(C2=CC=C(C=C12)Cl)SC1=CC(=CC=C1)Br)C(=O)O (1-Benzyl-3-(3-bromo-phenylsulfanyl)-6-chloro-1H-indole-2-carboxylic acid). The reagents and catalysts are [Cu] (copper). The solvent is N1=CC=CC2=CC=CC=C12 (quinoline). Run at time 10 minute. Yields the product C(C1=CC=CC=C1)N1C=C(C2=CC=C(C=C12)Cl)SC1=CC(=CC=C1)Br (1-Benzyl-3-(3-bromo-phenylsulfanyl)-6-chloro-1H-indole). As a reaction SMILES: [CH2:1]([N:8]1[C:16]2[C:11](=[CH:12][CH:13]=[C:14]([Cl:17])[CH:15]=2)[C:10]([S:18][C:19]2[CH:24]=[CH:23][CH:22]=[C:21]([Br:25])[CH:20]=2)=[C:9]1C(O)=O)[C:2]1[CH:7]=[CH:6][CH:5]=[CH:4][CH:3]=1>N1C2C(=CC=CC=2)C=CC=1.[Cu]>[CH2:1]([N:8]1[C:16]2[C:11](=[CH:12][CH:13]=[C:14]([Cl:17])[CH:15]=2)[C:10]([S:18][C:19]2[CH:24]=[CH:23][CH:22]=[C:21]([Br:25])[CH:20]=2)=[CH:9]1)[C:2]1[CH:3]=[CH:4][CH:5]=[CH:6][CH:7]=1. Procedure details: 1-Benzyl-3-(3-bromo-phenylsulfanyl)-6-chloro-1H-indole-2-carboxylic acid (from the previous step) was dissolved in quinoline (5 mL) then copper (0.120 g, 2 mmol) was added and the reaction was placed in the microwave for 10 minutes at 150° C., and this heating was repeated 3 additional times. The reaction was submitted to standard workup procedures then purified by silica gel chromatography (0-20% EtOAc in hexanes) to provide the title compound.